This data is from the Open Reaction Database (ORD), a public repository of structured organic reaction records. The task is: describe an organic reaction: reactants, conditions, products, and yield The reactants are B, CCOC(=O)c1ccc(NC(=O)CCCCCCCCCCCCC[Si](C)(C)C)cc1, [Cl-], [Na+], C1CCOC1. Product: CCOC(=O)c1ccc(NCCCCCCCCCCCCCC[Si](C)(C)C)cc1. Reaction SMILES: [BH3:32].[CH3:1][Si:2]([CH2:3][CH2:4][CH2:5][CH2:6][CH2:7][CH2:8][CH2:9][CH2:10][CH2:11][CH2:12][CH2:13][CH2:14][CH2:15][C:16](=[O:17])[NH:18][c:19]1[cH:20][cH:21][c:22]([C:23](=[O:24])[O:25][CH2:26][CH3:27])[cH:28][cH:29]1)([CH3:30])[CH3:31].[Cl-:34].[Na+:33].[O:35]1[CH2:36][CH2:37][CH2:38][CH2:39]1>>[CH3:1][Si:2]([CH2:3][CH2:4][CH2:5][CH2:6][CH2:7][CH2:8][CH2:9][CH2:10][CH2:11][CH2:12][CH2:13][CH2:14][CH2:15][CH2:16][NH:18][c:19]1[cH:20][cH:21][c:22]([C:23](=[O:24])[O:25][CH2:26][CH3:27])[cH:28][cH:29]1)([CH3:30])[CH3:31]. Reactants: ClC1=NC=C(C(=O)O)C=C1[N+](=O)[O-] (6-chloro-5-nitronicotinic acid). The reagents and catalysts are [Fe] (iron). Run in C(C)(=O)O (acetic acid). Product: NC=1C(=NC=C(C(=O)O)C1)Cl (5-amino-6-chloronicotinic acid). Isolated yield 60.0%. RXN SMILES: [Cl:1][C:2]1[C:10]([N+:11]([O-])=O)=[CH:9][C:5]([C:6]([OH:8])=[O:7])=[CH:4][N:3]=1>C(O)(=O)C.[Fe]>[NH2:11][C:10]1[C:2]([Cl:1])=[N:3][CH:4]=[C:5]([CH:9]=1)[C:6]([OH:8])=[O:7]. Procedure: To a solution of 6-chloro-5-nitronicotinic acid in acetic acid (240 ml) was added iron (20 g) and the mixture was heated with stirring on a steam bath. After 11/2 hours, the mixture was filtered hot and washed with hot acetic acid. The filtrate was concentrated to dryness and the residue was treated with 10% NaOH, filtered and the pH adjusted to 2-3. The solid was filtered to yield 8.0 g (60% yield) of 5-amino-6-chloronicotinic acid. Starting materials: BrC1=CC=C(C[C@]23C(N(C(N3C[C@H](C2)N)=O)C2=CC(=CC(=C2)Cl)Cl)=O)C=C1 ((5R,7S)-5-(4-Bromobenzyl)-3-(3,5-dichlorophenyl)-7-amino-1,3-diazabicyclo[3.3.0]octane-2,4-dione), C(C)(=O)OC(C)=O (acetic anhydride). The solvent is C1CCOC1 (THF). Reaction conditions: time 5 hour. The product is BrC1=CC=C(C[C@]23C(N(C(N3C[C@H](C2)NC(C)=O)=O)C2=CC(=CC(=C2)Cl)Cl)=O)C=C1 ((5R,7S)-5-(4-Bromobenzyl)-3-(3,5-dichlorophenyl)-7-acetamido-1,3-diazabicyclo[3.3.0]octane-2,4-dione). RXN SMILES: [Br:1][C:2]1[CH:27]=[CH:26][C:5]([CH2:6][C@:7]23[CH2:14][C@H:13]([NH2:15])[CH2:12][N:11]2[C:10](=[O:16])[N:9]([C:17]2[CH:22]=[C:21]([Cl:23])[CH:20]=[C:19]([Cl:24])[CH:18]=2)[C:8]3=[O:25])=[CH:4][CH:3]=1.[C:28](OC(=O)C)(=[O:30])[CH3:29]>C1COCC1>[Br:1][C:2]1[CH:3]=[CH:4][C:5]([CH2:6][C@:7]23[CH2:14][C@H:13]([NH:15][C:28](=[O:30])[CH3:29])[CH2:12][N:11]2[C:10](=[O:16])[N:9]([C:17]2[CH:18]=[C:19]([Cl:24])[CH:20]=[C:21]([Cl:23])[CH:22]=2)[C:8]3=[O:25])=[CH:26][CH:27]=1. Reported procedure: To a solution of (5R,7S)-5-(4-Bromobenzyl)-3-(3,5-dichlorophenyl)-7-amino-1,3-diazabicyclo[3.3.0]octane-2,4-dione (0.103 g) in THF (4 mL) was added acetic anhydride (0.031 mL). After 5 hours, the reaction mixture was concentrated and purified by chromatography (silica gel: CH2Cl2, Chromatotron) to afford the titled compound (0.125 g) MS (m/z) 510 (MH+). mp 140.7° C. Reactants: C[Si](C)(C)CCOCn1c(Br)nc(C#N)c1C#N, Cc1nn(-c2c(Cl)cc(C(F)(F)F)cc2Cl)nc1S, [H-], [Na+], C1CCOC1, O. The product is Cc1nn(-c2c(Cl)cc(C(F)(F)F)cc2Cl)nc1Sc1nc(C#N)c(C#N)n1COCC[Si](C)(C)C. As a reaction SMILES: [Br:22][c:23]1[n:24]([CH2:32][O:33][CH2:34][CH2:35][Si:36]([CH3:37])([CH3:38])[CH3:39])[c:25]([C:30]#[N:31])[c:26]([C:28]#[N:29])[n:27]1.[Cl:1][c:2]1[c:3](-[n:13]2[n:14][c:15]([CH3:19])[c:16]([SH:18])[n:17]2)[c:4]([Cl:12])[cH:5][c:6]([C:8]([F:9])([F:10])[F:11])[cH:7]1.[H-:20].[Na+:21].[O:41]1[CH2:42][CH2:43][CH2:44][CH2:45]1.[OH2:40]>>[Cl:1][c:2]1[c:3](-[n:13]2[n:14][c:15]([CH3:19])[c:16]([S:18][c:23]3[n:24]([CH2:32][O:33][CH2:34][CH2:35][Si:36]([CH3:37])([CH3:38])[CH3:39])[c:25]([C:30]#[N:31])[c:26]([C:28]#[N:29])[n:27]3)[n:17]2)[c:4]([Cl:12])[cH:5][c:6]([C:8]([F:9])([F:10])[F:11])[cH:7]1. Reactants: C1CCOC1, CN, Clc1cc(Oc2ccc3ncccc3c2)ncn1. Yields the product CNc1cc(Oc2ccc3ncccc3c2)ncn1. RXN SMILES: [CH2:21]1[O:22][CH2:23][CH2:24][CH2:25]1.[CH3:19][NH2:20].[Cl:1][c:2]1[cH:3][c:4]([O:8][c:9]2[cH:10][c:11]3[cH:12][cH:13][cH:14][n:15][c:16]3[cH:17][cH:18]2)[n:5][cH:6][n:7]1>>[c:2]1([NH:20][CH3:19])[cH:3][c:4]([O:8][c:9]2[cH:10][c:11]3[cH:12][cH:13][cH:14][n:15][c:16]3[cH:17][cH:18]2)[n:5][cH:6][n:7]1. Reactants: CC=1C=CC2=C(OC[C@@H](C(N2)=O)NC(OC(C)(C)C)=O)C1 ((S)-tert-butyl 8-methyl-4-oxo-2,3,4,5-tetrahydrobenzo[b][1,4]oxazepin-3-ylcarbamate), CCN=C=NCCCN(C)C (EDCI), NC1=C(O[C@H]([C@@H](C(=O)O)NC(=O)OC(C)(C)C)C)C=C(C=C1)C ((2S,3S)-3-(2-amino-5-methyl-phenoxy)-2-tert-butoxycarbonylamino-butyric acid). Product: C[C@H]1[C@@H](C(NC2=C(O1)C=C(C=C2)C)=O)NC(OC(C)(C)C)=O (tert-butyl (2S,3S)-2,8-dimethyl-4-oxo-2,3,4,5-tetrahydrobenzo[b][1,4]oxazepin-3-ylcarbamate). Isolated yield 55.5%. As a reaction SMILES: CC1C=CC2NC(=O)[C@@H](NC(=O)OC(C)(C)C)COC=2C=1.CCN=C=NCCCN(C)C.[NH2:33][C:34]1[CH:54]=[CH:53][C:52]([CH3:55])=[CH:51][C:35]=1[O:36][C@@H:37]([CH3:50])[C@H:38]([NH:42][C:43]([O:45][C:46]([CH3:49])([CH3:48])[CH3:47])=[O:44])[C:39](O)=[O:40]>>[CH3:50][C@@H:37]1[O:36][C:35]2[CH:51]=[C:52]([CH3:55])[CH:53]=[CH:54][C:34]=2[NH:33][C:39](=[O:40])[C@H:38]1[NH:42][C:43](=[O:44])[O:45][C:46]([CH3:49])([CH3:48])[CH3:47]. Reported procedure: In a similar manner to that described for the preparation of (S)-tert-butyl 8-methyl-4-oxo-2,3,4,5-tetrahydrobenzo[b][1,4]oxazepin-3-ylcarbamate, except 1.5 eq. of EDCI was used, (2S,3S)-3-(2-amino-5-methyl-phenoxy)-2-tert-butoxycarbonylamino-butyric acid (290 mg, 894 μmol) was converted to tert-butyl (2S,3S)-2,8-dimethyl-4-oxo-2,3,4,5-tetrahydrobenzo[b][1,4]oxazepin-3-ylcarbamate (152 mg, 55.5% yield) as a solid. Reactants: C(C)(C)NC(C)C (diisopropylamine), C(CCC)[Li] (n-butyl lithium), coarse product, ClC1=CC(=CC=C1)C(=O)OO (m-chloroperbenzoic acid), compound ( C ), CC=1CCC=CC(CCCC1)=O (6-methyl-2,6-cyclodecadien-1-one), OC1CC/C=C(/CC\C=C/C1=O)\C ((2Z, 6E)-10-hydroxy-6-methyl-2,6-cyclodecadien-1-one), C[Si](C)(C)Cl (trimethyl silyl chloride). Solvent: O1CCCC1 (tetrahydrofuran), CCCCCC (hexane). Run at temperature -20 celsius, time 3 minute. Product: C(C)(C)[N-]C(C)C.[Li+] (lithium diisopropylamide), OC1CC/C=C(/CC\C=C/C1=O)\C ((2Z, 6E)-10-hydroxy-6-methyl-2,6-cyclodecadien-1-one). Isolated yield 64.0%. As a reaction SMILES: [CH:1]([NH:4][CH:5]([CH3:7])[CH3:6])([CH3:3])[CH3:2].C([Li:12])CCC.CC1CCC=CC(=O)CCCC=1.C[Si](Cl)(C)C.ClC1C=CC=C(C(OO)=O)C=1.[OH:41][CH:42]1[C:51](=[O:52])[CH:50]=[CH:49][CH2:48][CH2:47][C:46]([CH3:53])=[CH:45][CH2:44][CH2:43]1>O1CCCC1.CCCCCC>[CH:1]([N-:4][CH:5]([CH3:7])[CH3:6])([CH3:3])[CH3:2].[Li+:12].[OH:41][CH:42]1[C:51](=[O:52])[CH:50]=[CH:49][CH2:48][CH2:47][C:46]([CH3:53])=[CH:45][CH2:44][CH2:43]1 |f:8.9|. Procedure: A solution of lithium diisopropylamide was prepared from 2.6 ml of diisopropylamine and 2.8 ml of 1.6M n-butyl lithium in an argon gas stream at -10° C. using anhydrous tetrahydrofuran as a solvent, to which 2.0 g of the compound (C), i.e., 6-methyl-2,6-cyclodecadien-1-one was added dropwise under stirring at -20° C. for 3 min. After stirring the mixture for 15 min, 2.4 ml of trimethyl silyl chloride was added altogether and the temperature was elevated to a room temperature under stirring. The ... Starting materials: CC(=CCC/C(=C/C=C/C(=O)C)/C)C (pseudoionone). Reagents/catalysts: catalyst, [Pd] (Pd). Run at time 250 hour. Product: CC(C)CCCC(C)CCCC(=O)C (hexahydropseudoionone). As a reaction SMILES: [CH3:1][C:2]([CH3:14])=[CH:3][CH2:4][CH2:5]/[C:6](/[CH3:13])=[CH:7]/[CH:8]=[CH:9]/[C:10]([CH3:12])=[O:11]>[Pd]>[CH3:14][CH:2]([CH2:3][CH2:4][CH2:5][CH:6]([CH2:7][CH2:8][CH2:9][C:10]([CH3:12])=[O:11])[CH3:13])[CH3:1]. Reported procedure: The hydrogenation of pseudoionone was carried out in a 243-ml fix-bed reactor with heating/cooling jacket with thermoelements placed in the centre of the reactor and on the reactor wall. Pressure-control valves were provided at the entrance end the exit site of the reactor. The reactor was charged with 162 ml (73 g) of catalyst (0.5% (wt./wt.) Pd on SiO2) and 81 ml of carrier material with 1 part by volume catalyst and 2 parts by volume of carrier in the bottom third of the reactor (entrance sit... Reactants: C(C)(C)C1=C(C=CC=C1)SC1=C(C=C(C=C1)\C=C\C(=O)N1CC(CCC1)C(=O)OCC)[N+](=O)[O-] ((2-Isopropylphenyl)[2-nitro-4-(E-((3-carboethoxypiperidin-1-yl)carbonyl)ethenyl) phenyl]sulfide), [OH-].[K+] (KOH), [OH-].[Na+] (NaOH). The product is C(C)(C)C1=C(C=CC=C1)SC1=C(C=C(C=C1)\C=C\C(=O)N1CC(CCC1)C(=O)O)[N+](=O)[O-] ((2-Isopropylphenyl)[2-nitro-4-(E-((3-carboxypiperidin-1-yl)carbonyl)ethenyl) phenyl]sulfide). RXN SMILES: [CH:1]([C:4]1[CH:9]=[CH:8][CH:7]=[CH:6][C:5]=1[S:10][C:11]1[CH:16]=[CH:15][C:14](/[CH:17]=[CH:18]/[C:19]([N:21]2[CH2:26][CH2:25][CH2:24][CH:23]([C:27]([O:29]CC)=[O:28])[CH2:22]2)=[O:20])=[CH:13][C:12]=1[N+:32]([O-:34])=[O:33])([CH3:3])[CH3:2].[OH-].[K+].[OH-].[Na+]>>[CH:1]([C:4]1[CH:9]=[CH:8][CH:7]=[CH:6][C:5]=1[S:10][C:11]1[CH:16]=[CH:15][C:14](/[CH:17]=[CH:18]/[C:19]([N:21]2[CH2:26][CH2:25][CH2:24][CH:23]([C:27]([OH:29])=[O:28])[CH2:22]2)=[O:20])=[CH:13][C:12]=1[N+:32]([O-:34])=[O:33])([CH3:3])[CH3:2] |f:1.2,3.4|. Reported procedure: The title compound was prepared by the procedures described in Example 155, substituting the ethyl ester from Example 137 with the ethyl ester from Example 225B, and KOH with NaOH, to give a light-yellow solid. 1H NMR (d6-DMSO, 300 MHz) δ 1.15 (d, J=6.9 Hz, 6H), 1.30-1.50 (m, 1H), 1.50-1.80 (m, 2H), 1.88-2.04 (m, 2H), 2.95-3.17 (m, 1H), 3.94-4.06 (m, 1H), 4.06-4.22 (m, 2H), 4.40-4.52 (m, 1H), 6.63 (d, J=8.7 Hz, 1H), 7.33-7.53 (m, 3H), 7.56-7.68 (m, 3H), 7.91 (dd, J=1.8, 8.4 Hz, 1H), 8.63 (d, J=8... Procedure: The toluene derivative (h) is charged with concentrated sulfuric acid and potassium nitrate to obtain the 2-nitrotoluene derivative (i) (reaction 7), which is subsequently reduced (reaction 8) with hydrogen over Raney-nickel to the amine (j). In a Sandmeyer reaction (reaction 9) with amylnitrate and the halogenide (R7 -Hal) in the presence of copper, the toluene derivative (k) is obtained. The reaction with chromium(VI)oxide in acetic acid leads to the aldehyde (a). Product: [N+](=O)([O-])C1=C(C=CC=C1)C (2-nitrotoluene). Starting materials: S(O)(O)(=O)=O (sulfuric acid), [N+](=O)([O-])[O-].[K+] (potassium nitrate), C1(=CC=CC=C1)C (toluene). RXN SMILES: S(=O)(=O)(O)O.[N+:6]([O-:9])([O-])=[O:7].[K+].[C:11]1([CH3:17])[CH:16]=[CH:15][CH:14]=[CH:13][CH:12]=1>>[N+:6]([C:12]1[CH:13]=[CH:14][CH:15]=[CH:16][C:11]=1[CH3:17])([O-:9])=[O:7] |f:1.2|.